Task: describe an organic reaction: reactants, conditions, products, and yield. Dataset: the Open Reaction Database (ORD), a public repository of structured organic reaction records Reactants: C(C)(C)(C)OC(=O)N1C(CC(C1)OCC1=CC=CC=C1)COS(=O)(=O)C (4-benzyloxy-2-methanesulfonyloxymethyl-pyrrolidine-1-carboxylic acid t-butyl ester), CCCCCC.C(C)(=O)OCC (hexane ethyl acetate), [Li+].[B-](CC)(CC)CC (Super-Hydride), Cl (HCl). Solvent: C1CCOC1 (THF). Conditions: temperature 0 celsius, time 1 hour. Yields the product C(C)(C)(C)OC(=O)N1C(CC(C1)O)COC (4-Hydroxy-2-methoxymethyl-pyrrolidine-1-carboxylic acid t-butyl ester). Reaction SMILES: [C:1]([O:5][C:6]([N:8]1[CH2:12][CH:11]([O:13]CC2C=CC=CC=2)[CH2:10][CH:9]1[CH2:21][O:22]S(C)(=O)=O)=[O:7])([CH3:4])([CH3:3])[CH3:2].[Li+].[B-](CC)(CC)[CH2:29]C.Cl.CCCCCC.C(OCC)(=O)C>C1COCC1>[C:1]([O:5][C:6]([N:8]1[CH2:12][CH:11]([OH:13])[CH2:10][CH:9]1[CH2:21][O:22][CH3:29])=[O:7])([CH3:2])([CH3:3])[CH3:4] |f:1.2,4.5,^1:27|. Procedure: The 4-benzyloxy-2-methanesulfonyloxymethyl-pyrrolidine-1-carboxylic acid t-butyl ester (234.14 mg, 0.65 mmol) was taken up in anhydrous THF under argon and cooled to 0° C. Super-Hydride (1.0M, 0.98 mmol, 0.98 mL) was added via a syringe over 10 min. The solution was stirred for 1 h at 0° C., the TLC indicated that no starting material remained. The reaction mixture was slowly poured into a 1N HCl solution and the aqueous layer was extracted three times with ethyl acetate. The combined organic la... Starting materials: C(C)(C)(C)OC(NC1=C(C=C(C(=C1)C)C(F)(F)F)N)=O ((2-amino-5-methyl-4-trifluoromethyl-phenyl)-carbamic acid tert-butyl ester), C(C)(C)(C)OC(CC(C1=CC(=CC=C1)N1N=CC=C1)=O)=O (3-oxo-3-(3-pyrazol-1-yl-phenyl)-propionic acid tert-butyl ester). Yields the product C(C)(C)(C)OC(NC1=C(C=C(C(=C1)C)C(F)(F)F)NC(CC(C1=CC(=CC=C1)N1N=CC=C1)=O)=O)=O ({5-Methyl-2-[3-oxo-3-(3-pyrazol-1-yl-phenyl)-propionylamino]-4-trifluoromethyl-phenyl}-carbamic Acid tert-Butyl Ester), solid. Yield: 74.0%. Reaction SMILES: [C:1]([O:5][C:6](=[O:20])[NH:7][C:8]1[CH:13]=[C:12]([CH3:14])[C:11]([C:15]([F:18])([F:17])[F:16])=[CH:10][C:9]=1[NH2:19])([CH3:4])([CH3:3])[CH3:2].C([O:25][C:26](=O)[CH2:27][C:28](=[O:40])[C:29]1[CH:34]=[CH:33][CH:32]=[C:31]([N:35]2[CH:39]=[CH:38][CH:37]=[N:36]2)[CH:30]=1)(C)(C)C>>[C:1]([O:5][C:6](=[O:20])[NH:7][C:8]1[CH:13]=[C:12]([CH3:14])[C:11]([C:15]([F:18])([F:17])[F:16])=[CH:10][C:9]=1[NH:19][C:26](=[O:25])[CH2:27][C:28](=[O:40])[C:29]1[CH:34]=[CH:33][CH:32]=[C:31]([N:35]2[CH:39]=[CH:38][CH:37]=[N:36]2)[CH:30]=1)([CH3:4])([CH3:2])[CH3:3]. Procedure details: The title compound was prepared (2-amino-5-methyl-4-trifluoromethyl-phenyl)-carbamic acid tert-butyl ester (Example J15) (290 mg, 1.0 mmol) and 3-oxo-3-(3-pyrazol-1-yl-phenyl)-propionic acid tert-butyl ester (Example K12) (286 mg, 1.0 mmol) according to the general procedure M. Obtained as a white solid (370 mg, 74%).